The task is: describe an organic reaction: reactants, conditions, products, and yield. This data is from the Open Reaction Database (ORD), a public repository of structured organic reaction records. Starting materials: COCCOC(C)O ((2-methoxyethoxy)ethanol), C=O (paraformaldehyde), [Cl-].[Ca+2].[Cl-] (calcium chloride), Cl (HCl). The solvent is C(Cl)Cl (methylene chloride). Reaction conditions: temperature -5 celsius. Product: COCCOCCOCCl ([2-(2-methoxyethoxy)ethoxy]methyl chloride). Yield: 57.2%. As a reaction SMILES: [CH3:1][O:2][CH2:3][CH2:4][O:5][CH:6](O)[CH3:7].[CH2:9]=[O:10].[Cl-:11].[Ca+2].[Cl-].Cl>C(Cl)Cl>[CH3:1][O:2][CH2:3][CH2:4][O:5][CH2:6][CH2:7][O:10][CH2:9][Cl:11] |f:2.3.4|. Reported procedure: Hydrogen chloride gas was bubbled into a mixture containing 24 g (200 mmol) of (2-methoxyethoxy)ethanol, 6.0 g (200 mmol) of paraformaldehyde and 22 g (200 mmol) of powdered calcium chloride with stirring and cooling to -5° C. The HCl was continued for 4 hours as the temperature was allowed to rise gradually to 8° C. Celite was added and the reaction filtered. The filtrate was evaporated leaving 29.8 g of a cloudy oil. The oil was dissolved in methylene chloride and dried over molecular sieves. ... Procedure: 1 g of 5-iodo-2-thiophenecarboxaldehyde was dissolved in 200 ml of acetonitrile. 0.7 g of bithiophene was added into the solution under nitrogen gas atmosphere for 1 hour and irradiated under 100 W mercury-vapor lamp light for 12 hours. The solution was monitored by thin layer chromatography. At this stage, about 60% product was generated. The acetonitrile was removed from the reaction solution under reduced pressure and CH2Cl2 was added for extraction. After the extract was filtered through sil... Solvent: C(C)#N (acetonitrile). Starting materials: S1C(=CC=C1)C=1SC=CC1 (bithiophene), IC1=CC=C(S1)C=O (5-iodo-2-thiophenecarboxaldehyde), product. Reaction SMILES: I[C:2]1[S:6][C:5]([CH:7]=[O:8])=[CH:4][CH:3]=1.[S:9]1[CH:13]=[CH:12][CH:11]=[C:10]1[C:14]1[S:15][CH:16]=[CH:17][CH:18]=1>C(#N)C.[Hg]>[CH:7]([C:5]1[S:6][C:2]([C:13]2[S:9][C:10]([C:14]3[S:15][CH:16]=[CH:17][CH:18]=3)=[CH:11][CH:12]=2)=[CH:3][CH:4]=1)=[O:8]. Product: C(=O)C1=CC=C(S1)C=1SC(=CC1)C=1SC=CC1 (5-formyl-2,2':5',2"-terthiophene). Reagents/catalysts: [Hg] (mercury). The reactants are CCOC(=O)C (EtOAc), FC1=CC=C(C=C1)[N+](=O)[O-] (1-fluoro-4-nitrobenzene), Cl.N[C@H](C(=O)OC(C)(C)C)C(C)C (tert-butyl (2S)-2-amino-3-methylbutanoate hydrochloride), C(=O)([O-])[O-].[K+].[K+] (K2CO3). Reaction SMILES: F[C:2]1[CH:7]=[CH:6][C:5]([N+:8]([O-:10])=[O:9])=[CH:4][CH:3]=1.Cl.[NH2:12][C@@H:13]([CH:21]([CH3:23])[CH3:22])[C:14]([O:16][C:17]([CH3:20])([CH3:19])[CH3:18])=[O:15].C([O-])([O-])=O.[K+].[K+].CCOC(C)=O>CS(C)=O>[CH3:22][CH:21]([CH3:23])[C@H:13]([NH:12][C:2]1[CH:7]=[CH:6][C:5]([N+:8]([O-:10])=[O:9])=[CH:4][CH:3]=1)[C:14]([O:16][C:17]([CH3:20])([CH3:19])[CH3:18])=[O:15] |f:1.2,3.4.5|. The product is CC([C@@H](C(=O)OC(C)(C)C)NC1=CC=C(C=C1)[N+](=O)[O-])C ((S)-tert-Butyl 3-methyl-2-(4-nitrophenylamino)butanoate). Reaction conditions: temperature 100 celsius, time 8 hour. Run in CS(=O)C (DMSO). Reported procedure: To a solution of 1-fluoro-4-nitrobenzene (3.0 g, 21 mmol) and tert-butyl (2S)-2-amino-3-methylbutanoate hydrochloride (5.4 g, 26 mmol) in DMSO (20 mL) was added K2CO3 (8.8 g, 64 mmol). The reaction mixture was stirred at 100° C. for 8 h. EtOAc (200 mL) was added. The organic layer was washed with water and brine, dried over Na2SO4, filtered and concentrated under reduced pressure. The residue was purified by flash column chromatography on silica gel (EtOAc/petroleum ether (1:10 v/v)) to obtain c... Reactants: FC1=C(C(=O)N(C)OC)C=CC=C1F (2,3-difluoro-N-methoxy-N-methyl-benzamide), COC1=C(C=C(C=C1)[Mg]Br)C (4-methoxy-3-methyl-phenylmagnesium bromide). Yields the product FC1=C(C=CC=C1F)C(=O)C1=CC(=C(C=C1)OC)C ((2,3-Difluorophenyl)-(4-methoxy-3-methyl-phenyl)-methanone). Reaction SMILES: [F:1][C:2]1[C:13]([F:14])=[CH:12][CH:11]=[CH:10][C:3]=1[C:4](N(OC)C)=[O:5].[CH3:15][O:16][C:17]1[CH:22]=[CH:21][C:20]([Mg]Br)=[CH:19][C:18]=1[CH3:25]>>[F:1][C:2]1[C:13]([F:14])=[CH:12][CH:11]=[CH:10][C:3]=1[C:4]([C:20]1[CH:21]=[CH:22][C:17]([O:16][CH3:15])=[C:18]([CH3:25])[CH:19]=1)=[O:5]. Procedure: Prepared according to Method A step B from 2,3-difluoro-N-methoxy-N-methyl-benzamide (2.5 g, 12.4 mmol) and 4-methoxy-3-methyl-phenylmagnesium bromide (26 mL, 0.5 M in THF) to give 0.97 g of the title compound as a white solid. Starting materials: CS(=O)(=O)OCC1=NC(=NO1)C1=CC(=C(C=C1)C)NC(=O)C1=CN=C2N1C=CC=C2 ((3-(3-(imidazo[1,2-a]pyridine-3-carboxamido)-4-methylphenyl)-1,2,4-oxadiazol-5-yl)methyl methanesulfonate), CCN(C(C)C)C(C)C (DIEA), N1CCOCC1 (morpholine). Solvent: CN(C)C=O (DMF). Yields the product CC1=C(C=C(C=C1)C1=NOC(=N1)CN1CCOCC1)NC(=O)C1=CN=C2N1C=CC=C2 (N-(2-methyl-5-(5-(morpholinomethyl)-1,2,4-oxadiazol-3-yl)phenyl)imidazo[1,2-a]pyridine-3-carboxamide). RXN SMILES: CS(O[CH2:6][C:7]1[O:11][N:10]=[C:9]([C:12]2[CH:17]=[CH:16][C:15]([CH3:18])=[C:14]([NH:19][C:20]([C:22]3[N:26]4[CH:27]=[CH:28][CH:29]=[CH:30][C:25]4=[N:24][CH:23]=3)=[O:21])[CH:13]=2)[N:8]=1)(=O)=O.CCN(C(C)C)C(C)C.[NH:40]1[CH2:45][CH2:44][O:43][CH2:42][CH2:41]1>CN(C=O)C>[CH3:18][C:15]1[CH:16]=[CH:17][C:12]([C:9]2[N:8]=[C:7]([CH2:6][N:40]3[CH2:45][CH2:44][O:43][CH2:42][CH2:41]3)[O:11][N:10]=2)=[CH:13][C:14]=1[NH:19][C:20]([C:22]1[N:26]2[CH:27]=[CH:28][CH:29]=[CH:30][C:25]2=[N:24][CH:23]=1)=[O:21]. Procedure details: A solution of (3-(3-(imidazo[1,2-a]pyridine-3-carboxamido)-4-methylphenyl)-1,2,4-oxadiazol-5-yl)methyl methanesulfonate (44) (21.4 mg, 0.05 mmol), DIEA (13.0 mg, 0.1 mmol) and morpholine (13.0 mg, 0.15 mmol) in DMF (1 mL) was heated at 80° C. for 4 hours. The crude product was purified by preparative HPLC to yield N-(2-methyl-5-(5-(morpholinomethyl)-1,2,4-oxadiazol-3-yl)phenyl)imidazo[1,2-a]pyridine-3-carboxamide (F22). 1H NMR (400 MHz, CD2Cl2) δ 9.60 (d, J=6.8 Hz, 1H), 8.60 (d, J=1.6 Hz, 1H), 8... The reactants are ice water, CC1=CC=C(C=C1)[C@@H]1SC2=C(N(C([C@@H]1O)=O)CCN(C)C(=O)OCC1=CC=CC=C1)C=CC(=C2)C ((±)-cis-2-(4-methylphenyl)-3-hydroxy-5-[2-(N-benzyloxycarbonyl-N-methylamino)ethyl]-8-methyl-2,3-dihydro-1,5-benzothiazepin-4(5H)-one), C(C1=CC=CC=C1)(=O)Cl (benzoyl chloride), N1=CC=CC=C1 (pyridine). The solvent is C1=CC=CC=C1 (benzene). Reaction conditions: time 2 hour. The product is CC1=CC=C(C=C1)[C@@H]1SC2=C(N(C([C@@H]1OC(C1=CC=CC=C1)=O)=O)CCN(C)C(=O)OCC1=CC=CC=C1)C=CC(=C2)C ((±)-cis-2-(4-methylphenyl)-3-benzoyloxy-5-[2-(N-benzyloxycarbonyl-N-methylamino)ethyl]-8-methyl-2,3-dihydro-1,5-benzothiazepin-4(5H)-one). Yield: 110.3%. RXN SMILES: [CH3:1][C:2]1[CH:7]=[CH:6][C:5]([C@H:8]2[C@@H:14]([OH:15])[C:13](=[O:16])[N:12]([CH2:17][CH2:18][N:19]([C:21]([O:23][CH2:24][C:25]3[CH:30]=[CH:29][CH:28]=[CH:27][CH:26]=3)=[O:22])[CH3:20])[C:11]3[CH:31]=[CH:32][C:33]([CH3:35])=[CH:34][C:10]=3[S:9]2)=[CH:4][CH:3]=1.[C:36](Cl)(=[O:43])[C:37]1[CH:42]=[CH:41][CH:40]=[CH:39][CH:38]=1.N1C=CC=CC=1>C1C=CC=CC=1>[CH3:1][C:2]1[CH:7]=[CH:6][C:5]([C@H:8]2[C@@H:14]([O:15][C:36](=[O:43])[C:37]3[CH:42]=[CH:41][CH:40]=[CH:39][CH:38]=3)[C:13](=[O:16])[N:12]([CH2:17][CH2:18][N:19]([C:21]([O:23][CH2:24][C:25]3[CH:26]=[CH:27][CH:28]=[CH:29][CH:30]=3)=[O:22])[CH3:20])[C:11]3[CH:31]=[CH:32][C:33]([CH3:35])=[CH:34][C:10]=3[S:9]2)=[CH:4][CH:3]=1. Procedure: A mixture of 1.6 g of (±)-cis-2-(4-methylphenyl)-3-hydroxy-5-[2-(N-benzyloxycarbonyl-N-methylamino)ethyl]-8-methyl-2,3-dihydro-1,5-benzothiazepin-4(5H)-one, 0.69 g of benzoyl chloride, 5 ml of pyridine and 2 ml of benzene is stirred at room temperature for 2 hours. The mixture is poured into ice-water, and the aqueous mixture is extracted with ethyl acetate. The extract is washed with water, dried and then evaporated under reduced pressure to remove solvent. 2.14 g of (±)-cis-2-(4-methylphenyl)-...